Task: describe an organic reaction: reactants, conditions, products, and yield. Dataset: the Open Reaction Database (ORD), a public repository of structured organic reaction records The reactants are CC(C)(C)OC(=O)n1cccc1B(O)O, O=C([O-])[O-], C1COCCO1, [Cs+], [Cs+], CN1C(=O)C2(CC(c3ccccc3)Oc3ccc(Br)cc32)N=C1N, Cl[Pd]Cl, c1ccc(P(c2ccccc2)c2ccccc2)cc1, c1ccc(P(c2ccccc2)c2ccccc2)cc1. Product: CN1C(=O)C2(CC(c3ccccc3)Oc3ccc(-c4cccn4C(=O)OC(C)(C)C)cc32)N=C1N. Reaction SMILES: [C:25]([CH3:26])([CH3:27])([CH3:28])[O:29][C:30](=[O:31])[n:32]1[c:33]([B:37]([OH:38])[OH:39])[cH:34][cH:35][cH:36]1.[C:46](=[O:47])([O-:48])[O-:49].[CH2:40]1[O:41][CH2:42][CH2:43][O:44][CH2:45]1.[Cs+:50].[Cs+:51].[NH2:1][C:2]1=[N:22][C:5]2([C:4](=[O:23])[N:3]1[CH3:24])[CH2:6][CH:7]([c:16]1[cH:17][cH:18][cH:19][cH:20][cH:21]1)[O:8][c:9]1[cH:10][cH:11][c:12]([Br:15])[cH:13][c:14]12.[Pd:52]([Cl:53])[Cl:54].[c:55]1([P:56]([c:57]2[cH:58][cH:59][cH:60][cH:61][cH:62]2)[c:63]2[cH:64][cH:65][cH:66][cH:67][cH:68]2)[cH:69][cH:70][cH:71][cH:72][cH:73]1.[c:74]1([P:75]([c:76]2[cH:77][cH:78][cH:79][cH:80][cH:81]2)[c:82]2[cH:83][cH:84][cH:85][cH:86][cH:87]2)[cH:88][cH:89][cH:90][cH:91][cH:92]1>>[NH2:1][C:2]1=[N:22][C:5]2([C:4](=[O:23])[N:3]1[CH3:24])[CH2:6][CH:7]([c:16]1[cH:17][cH:18][cH:19][cH:20][cH:21]1)[O:8][c:9]1[cH:10][cH:11][c:12](-[c:33]3[n:32]([C:30]([O:29][C:25]([CH3:26])([CH3:27])[CH3:28])=[O:31])[cH:36][cH:35][cH:34]3)[cH:13][c:14]12. The reactants are O=C1CCC(=O)O1, Cc1c(C)c2c(c(C)c1O)CCC(C)(COc1ccc(CC3SC(=O)NC3=O)cc1)O2, c1ccncc1. Product: Cc1c(C)c2c(c(C)c1OC(=O)CCC(=O)O)CCC(C)(COc1ccc(CC3SC(=O)NC3=O)cc1)O2. Reaction SMILES: [O:32]=[C:33]1[CH2:34][CH2:35][C:36](=[O:37])[O:38]1.[OH:1][c:2]1[c:3]([CH3:31])[c:4]2[c:9]([c:10]([CH3:13])[c:11]1[CH3:12])[O:8][C:7]([CH3:14])([CH2:15][O:16][c:17]1[cH:18][cH:19][c:20]([CH2:21][CH:22]3[C:23](=[O:28])[NH:24][C:25](=[O:27])[S:26]3)[cH:29][cH:30]1)[CH2:6][CH2:5]2.[cH:39]1[cH:40][cH:41][n:42][cH:43][cH:44]1>>[O:1]([c:2]1[c:3]([CH3:31])[c:4]2[c:9]([c:10]([CH3:13])[c:11]1[CH3:12])[O:8][C:7]([CH3:14])([CH2:15][O:16][c:17]1[cH:18][cH:19][c:20]([CH2:21][CH:22]3[C:23](=[O:28])[NH:24][C:25](=[O:27])[S:26]3)[cH:29][cH:30]1)[CH2:6][CH2:5]2)[C:36]([CH2:35][CH2:34][C:33](=[O:32])[OH:38])=[O:37]. Reactants: ClCC=1N=C(OC1C)C=1OC=CC1 (4-chloromethyl-2-(2-furyl)-5-methyloxazole), OC1=CC=C(CN2N=C(C(=C2)CCC(=O)OC)C2=CC=CC=C2)C=C1 (methyl 3-[1-(4-hydroxybenzyl)-3-phenyl-1H-pyrazol-4-yl]propionate), C([O-])([O-])=O.[K+].[K+] (potassium carbonate), CN(C=O)C (N,N-dimethylformamide). Solvent: O (water). Reaction conditions: time 18 hour. The product is O1C(=CC=C1)C=1OC(=C(N1)COC1=CC=C(CN2N=C(C(=C2)CCC(=O)OC)C2=CC=CC=C2)C=C1)C (methyl 3-[1-[4-[2-(2-furyl)-5-methyl-4-oxazolylmethoxy]benzyl]-3-phenyl-1H-pyrazol-4-yl]propionate). Isolated yield 92.9%. As a reaction SMILES: Cl[CH2:2][C:3]1[N:4]=[C:5]([C:9]2[O:10][CH:11]=[CH:12][CH:13]=2)[O:6][C:7]=1[CH3:8].[OH:14][C:15]1[CH:38]=[CH:37][C:18]([CH2:19][N:20]2[CH:24]=[C:23]([CH2:25][CH2:26][C:27]([O:29][CH3:30])=[O:28])[C:22]([C:31]3[CH:36]=[CH:35][CH:34]=[CH:33][CH:32]=3)=[N:21]2)=[CH:17][CH:16]=1.C(=O)([O-])[O-].[K+].[K+].CN(C)C=O>O>[O:10]1[CH:11]=[CH:12][CH:13]=[C:9]1[C:5]1[O:6][C:7]([CH3:8])=[C:3]([CH2:2][O:14][C:15]2[CH:16]=[CH:17][C:18]([CH2:19][N:20]3[CH:24]=[C:23]([CH2:25][CH2:26][C:27]([O:29][CH3:30])=[O:28])[C:22]([C:31]4[CH:32]=[CH:33][CH:34]=[CH:35][CH:36]=4)=[N:21]3)=[CH:37][CH:38]=2)[N:4]=1 |f:2.3.4|. Procedure: A mixture of 4-chloromethyl-2-(2-furyl)-5-methyloxazole (312 mg), methyl 3-[1-(4-hydroxybenzyl)-3-phenyl-1H-pyrazol-4-yl]propionate (500 mg), potassium carbonate (397 mg) and N,N-dimethylformamide (7 ml) was stirred at room temperature for 18 hours. The reaction mixture was poured into water, which was extracted with ethyl acetate. The ethyl acetate layer was washed with saturated aqueous sodium chloride solution, dried (MgSO4), then concentrated. The residue was subjected to silica gel column c... The reactants are C1CCOC1, CCOC(C)=O, O=[N+]([O-])c1cccc(S(=O)(=O)Nc2ccccc2)c1. Product: Nc1cccc(S(=O)(=O)Nc2ccccc2)c1. Reaction SMILES: [CH2:20]1[O:21][CH2:22][CH2:23][CH2:24]1.[CH3:25][CH2:26][O:27][C:28]([CH3:29])=[O:30].[N+:1]([O-:2])(=[O:3])[c:4]1[cH:5][c:6]([S:10](=[O:11])(=[O:12])[NH:13][c:14]2[cH:15][cH:16][cH:17][cH:18][cH:19]2)[cH:7][cH:8][cH:9]1>>[NH2:1][c:4]1[cH:5][c:6]([S:10](=[O:11])(=[O:12])[NH:13][c:14]2[cH:15][cH:16][cH:17][cH:18][cH:19]2)[cH:7][cH:8][cH:9]1.